Dataset: the Open Reaction Database (ORD), a public repository of structured organic reaction records. Task: describe an organic reaction: reactants, conditions, products, and yield Reactants: [Br-], CC[Mg+], C1CCOC1, O=Cc1ccn(-c2ccccc2)n1. Yields the product CCC(O)c1ccn(-c2ccccc2)n1. Reaction SMILES: [Br-:14].[CH2:15]([CH3:16])[Mg+:17].[CH2:18]1[O:19][CH2:20][CH2:21][CH2:22]1.[c:1]1(-[n:7]2[n:8][c:9]([CH:12]=[O:13])[cH:10][cH:11]2)[cH:2][cH:3][cH:4][cH:5][cH:6]1>>[c:1]1(-[n:7]2[n:8][c:9]([CH:12]([OH:13])[CH2:15][CH3:16])[cH:10][cH:11]2)[cH:2][cH:3][cH:4][cH:5][cH:6]1.